Dataset: the Open Reaction Database (ORD), a public repository of structured organic reaction records. Task: describe an organic reaction: reactants, conditions, products, and yield Reactants: COC(COC=1C=C2CCNC(C2=CC1)=O)OC (6-(2,2-dimethoxyethoxy)-1-oxo-1,2,3,4-tetrahydroisoquinoline), FC1=CC=C(C=C1)C1=CC=C(C=C1)CBr (4'-fluoro-4-biphenylylmethyl bromide), [H-].[Na+] (sodium hydride), [I-].[K+] (potassium iodide). Run in CN(C)C=O (DMF), O (H2O). Reaction conditions: time 2 hour. Product: acetal, FC1=CC=C(C=C1)C1=CC=C(C=C1)CN1C(C2=CC=C(C=C2CC1)OCC(OC)OC)=O (2-(4'-fluoro-4-biphenylylmethyl)-6-(2,2-dimethoxyethoxy)-1-oxo-1,2,3,4-tetrahydroisoquinoline). RXN SMILES: [CH3:1][O:2][CH:3]([O:17][CH3:18])[CH2:4][O:5][C:6]1[CH:7]=[C:8]2[C:13](=[CH:14][CH:15]=1)[C:12](=[O:16])[NH:11][CH2:10][CH2:9]2.[F:19][C:20]1[CH:25]=[CH:24][C:23]([C:26]2[CH:31]=[CH:30][C:29]([CH2:32]Br)=[CH:28][CH:27]=2)=[CH:22][CH:21]=1.[H-].[Na+].[I-].[K+]>CN(C=O)C.O>[F:19][C:20]1[CH:21]=[CH:22][C:23]([C:26]2[CH:31]=[CH:30][C:29]([CH2:32][N:11]3[CH2:10][CH2:9][C:8]4[C:13](=[CH:14][CH:15]=[C:6]([O:5][CH2:4][CH:3]([O:2][CH3:1])[O:17][CH3:18])[CH:7]=4)[C:12]3=[O:16])=[CH:28][CH:27]=2)=[CH:24][CH:25]=1 |f:2.3,4.5|. Procedure: To a solution of 6-(2,2-dimethoxyethoxy)-1-oxo-1,2,3,4-tetrahydroisoquinoline (5.79 g, 23.05 mmol) and 4'-fluoro-4-biphenylylmethyl bromide (9.16 g, 34.57 mmol), in DMF (100 ml) is added sodium hydride (1.1 g, 27.5 mmol) and a catalytic amount of potassium iodide. The reaction mixture is stirred for 2 hours at room temperature and is subsequently diluted with H2O (500 ml). The mixture is then extracted with EtOAc (2×300 ml). The combined EtOAc portions are washed with saturated NaCl solution (60...